Task: describe an organic reaction: reactants, conditions, products, and yield. Dataset: the Open Reaction Database (ORD), a public repository of structured organic reaction records The reactants are C1(=CC=CC=C1)C(C1(N(C(SC1)=NC)C)O)C1=CC=CC=C1 (4-Diphenylmethyl-3-methyl-2-methylimino-4-thiazolidinol), Cl (hydrochloric acid). The solvent is C(C)O (ethanol), C(C)O (ethanol). The product is Cl.C1(=CC=CC=C1)C(C1(N(C(SC1)=NC)C)O)C1=CC=CC=C1 (4-Diphenylmethyl-3-methyl-2-methylimino-4-thiazolidinol hydrochloride). RXN SMILES: [C:1]1([CH:7]([C:17]2[CH:22]=[CH:21][CH:20]=[CH:19][CH:18]=2)[C:8]2([OH:16])[CH2:12][S:11][C:10](=[N:13][CH3:14])[N:9]2[CH3:15])[CH:6]=[CH:5][CH:4]=[CH:3][CH:2]=1.[ClH:23]>C(O)C>[ClH:23].[C:17]1([CH:7]([C:1]2[CH:6]=[CH:5][CH:4]=[CH:3][CH:2]=2)[C:8]2([OH:16])[CH2:12][S:11][C:10](=[N:13][CH3:14])[N:9]2[CH3:15])[CH:18]=[CH:19][CH:20]=[CH:21][CH:22]=1 |f:3.4|. Procedure: To a warm solution of 4.80 g. of 3-methyl-2-methylimino-4-diphenylmethyl-4-thiazolidinol (Example 11) in 50 ml. of ethanol is added 15 ml. of 3.48 N ethanolic hydrochloric acid. The solution is diluted to 200 ml. with ethanol and allowed to stand. The crystals are recovered by filtration, washed with ethanol and dried, giving 4.59 g. of the desired product, m.p. 252°-254° C. (dec.). Reactants: ClC1=C(C(=O)O)C=CC=C1C(C)(C)C#N (2-chloro-3-(1-cyano-1-methylethyl)benzoic acid), [OH-].[Na+] (sodium hydroxide), FC1=C(C=C(N)C=C1)OC1=CC=C(C=C1)[N+](=O)[O-] (4-Fluoro-3-(4-nitrophenoxy)aniline), C(C(=O)Cl)(=O)Cl (oxalyl chloride). Solvent: O1CCCC1 (tetrahydrofuran), C(C)(=O)OCC (ethyl acetate), O (water), CN(C=O)C (N,N-dimethylformamide). Conditions: time 1 hour. The product is ClC1=C(C(=O)NC2=CC(=C(C=C2)F)OC2=CC=C(C=C2)[N+](=O)[O-])C=CC=C1C(C)(C)C#N (2-chloro-3-(1-cyano-1-methylethyl)-N-[4-fluoro-3-(4-nitrophenoxy)phenyl]benzamide). The yield is 50.0%. As a reaction SMILES: [Cl:1][C:2]1[C:10]([C:11]([C:14]#[N:15])([CH3:13])[CH3:12])=[CH:9][CH:8]=[CH:7][C:3]=1[C:4]([OH:6])=O.C(Cl)(=O)C(Cl)=O.[F:22][C:23]1[CH:29]=[CH:28][C:26]([NH2:27])=[CH:25][C:24]=1[O:30][C:31]1[CH:36]=[CH:35][C:34]([N+:37]([O-:39])=[O:38])=[CH:33][CH:32]=1.[OH-].[Na+]>O1CCCC1.C(OCC)(=O)C.O.CN(C)C=O>[Cl:1][C:2]1[C:10]([C:11]([C:14]#[N:15])([CH3:13])[CH3:12])=[CH:9][CH:8]=[CH:7][C:3]=1[C:4]([NH:27][C:26]1[CH:28]=[CH:29][C:23]([F:22])=[C:24]([O:30][C:31]2[CH:32]=[CH:33][C:34]([N+:37]([O-:39])=[O:38])=[CH:35][CH:36]=2)[CH:25]=1)=[O:6] |f:3.4|. Procedure: To a solution of 2-chloro-3-(1-cyano-1-methylethyl)benzoic acid (1.98 g, 8.85 mmol) produced in Example A41(ii) in tetrahydrofuran (40 mL) were added oxalyl chloride (1.41 g, 11.1 mmol) and N,N-dimethylformamide (10 μL), and the mixture was stirred for 1 hr. The reaction mixture was concentrated under reduced pressure, and the obtained residue was dissolved in N,N-dimethylacetamide (40 mL). 4-Fluoro-3-(4-nitrophenoxy)aniline (4.69 g, 20.4 mmol) was added, and the mixture was stirred at room temp... Starting materials: C1COCCO1, Cl, Cc1nc(N)nc(-c2cccnc2F)n1, Nc1cccc2[nH]ccc12. Yields the product Cc1nc(N)nc(-c2cccnc2Nc2cccc3[nH]ccc23)n1. Reaction SMILES: [CH2:27]1[O:28][CH2:29][CH2:30][O:31][CH2:32]1.[ClH:1].[F:2][c:3]1[n:4][cH:5][cH:6][cH:7][c:8]1-[c:9]1[n:10][c:11]([NH2:16])[n:12][c:13]([CH3:15])[n:14]1.[nH:17]1[cH:18][cH:19][c:20]2[c:21]([NH2:26])[cH:22][cH:23][cH:24][c:25]12>>[c:3]1([NH:26][c:21]2[c:20]3[cH:19][cH:18][nH:17][c:25]3[cH:24][cH:23][cH:22]2)[n:4][cH:5][cH:6][cH:7][c:8]1-[c:9]1[n:10][c:11]([NH2:16])[n:12][c:13]([CH3:15])[n:14]1. Reactants: C(CS)C(=O)O (mercaptopropionic acid), C(C(C)O)O (propylene glycol), C(C(=O)O)S (thioglycollic acid), C(O)C(CC)(CO)CO (trimethylolpropane). The product is C(O)C(CC)(CO)CO.C=CC (trimethylolpropane propylene). As a reaction SMILES: [CH2:1]([C:4](O)=O)[CH2:2]S.C(S)C(O)=O.[CH2:12]([C:14]([CH2:19][OH:20])([CH2:17][OH:18])[CH2:15][CH3:16])[OH:13].C(O)C(O)C>>[CH2:12]([C:14]([CH2:19][OH:20])([CH2:17][OH:18])[CH2:15][CH3:16])[OH:13].[CH2:2]=[CH:1][CH3:4] |f:4.5|. Procedure: Referential Example 1 was repeated but using 278 g of mercaptopropionic acid, 250 g of thioglycollic acid, 181 g of trimethylolpropane and 133 g of propylene glycol to give trimethylolpropane-propylene glycolmercaptopropionic acid-thioglycollic acid ester as a transparent liquid having 2.5 functional bases on an average. This is designated hereinafter as compound (b-4). The reactants are C(C)(C)(C)N1C(C2=C(C(=C3N2CCC=2C=C(C(=CC32)N3N=NC(=C3)C[C@@H](CO)O)OC)C=3SC=CC3)CCCC1)=O ((S)-9-tert-butyl-14-(thien-2-yl)-2-(4-(2,3-dihydroxypropyl)-1H-1,2,3-triazol-1-yl)-3-methoxy-5,6,10,11,12,13-hexahydroazocino[4′,3′:4,5]pyrrolo[2,1-a]isoquinolin-8(9H)-one), CC1(OC[C@H](O1)CC#C)C ((R)-2,2-dimethyl-4-(prop-2-ynyl)-1,3-dioxolane). Yields the product C(C)(C)(C)N1C(C2=C(C(=C3N2CCC=2C=C(C(=CC32)N3N=NC(=C3)C[C@H](CO)O)OC)C=3SC=CC3)CCCC1)=O ((R)-9-tert-butyl-14-(thien-2-yl)-2-(4-(2,3-dihydroxypropyl)-1H-1,2,3-triazol-1-yl)-3-methoxy-5,6,10,11,12,13-hexahydroazocino[4′,3′:4,5]pyrrolo[2,1-a]isoquinolin-8(9H)-one). Reaction SMILES: [C:1]([N:5]1[CH2:40][CH2:39][CH2:38][CH2:37][C:8]2[C:9]([C:32]3[S:33][CH:34]=[CH:35][CH:36]=3)=[C:10]3[C:19]4[CH:18]=[C:17]([N:20]5[CH:24]=[C:23]([CH2:25][C@H:26]([OH:29])[CH2:27][OH:28])[N:22]=[N:21]5)[C:16]([O:30][CH3:31])=[CH:15][C:14]=4[CH2:13][CH2:12][N:11]3[C:7]=2[C:6]1=[O:41])([CH3:4])([CH3:3])[CH3:2].CC1(C)O[C@H](CC#C)CO1>>[C:1]([N:5]1[CH2:40][CH2:39][CH2:38][CH2:37][C:8]2[C:9]([C:32]3[S:33][CH:34]=[CH:35][CH:36]=3)=[C:10]3[C:19]4[CH:18]=[C:17]([N:20]5[CH:24]=[C:23]([CH2:25][C@@H:26]([OH:29])[CH2:27][OH:28])[N:22]=[N:21]5)[C:16]([O:30][CH3:31])=[CH:15][C:14]=4[CH2:13][CH2:12][N:11]3[C:7]=2[C:6]1=[O:41])([CH3:4])([CH3:2])[CH3:3]. Reported procedure: The other enantiomer 20g was prepared analogous to 20f, starting from (R)-2,2-dimethyl-4-(prop-2-ynyl)-1,3-dioxolane.